This data is from the Open Reaction Database (ORD), a public repository of structured organic reaction records. The task is: describe an organic reaction: reactants, conditions, products, and yield The reactants are CCOC(=O)C1(CSCc2ccco2)OC(=O)C(O)=C1SCc1ccco1, ClCCl, CC(C)(C)C(=O)Cl, c1ccncc1. The product is CCOC(=O)C1(CSCc2ccco2)OC(=O)C(OC(=O)C(C)(C)C)=C1SCc1ccco1. RXN SMILES: [CH2:1]([CH3:2])[O:3][C:4](=[O:5])[C:6]1([CH2:20][S:21][CH2:22][c:23]2[o:24][cH:25][cH:26][cH:27]2)[O:7][C:8](=[O:19])[C:9]([OH:18])=[C:10]1[S:11][CH2:12][c:13]1[o:14][cH:15][cH:16][cH:17]1.[CH2:41]([Cl:42])[Cl:43].[CH3:34][C:35]([C:36](=[O:37])[Cl:38])([CH3:39])[CH3:40].[cH:28]1[cH:29][cH:30][n:31][cH:32][cH:33]1>>[CH2:1]([CH3:2])[O:3][C:4](=[O:5])[C:6]1([CH2:20][S:21][CH2:22][c:23]2[o:24][cH:25][cH:26][cH:27]2)[O:7][C:8](=[O:19])[C:9]([O:18][C:36]([C:35]([CH3:34])([CH3:39])[CH3:40])=[O:37])=[C:10]1[S:11][CH2:12][c:13]1[o:14][cH:15][cH:16][cH:17]1. Starting materials: [Br-], O=C([O-])O, CCOC(=O)C1(CO)CC1, CC1(C)CCCC(C)(C)N1O, [O-]Cl, ClCCl, [Na+], [Na+], [Na+], [Na+], [Na+], O=S([O-])([O-])=S. The product is CCOC(=O)C1(C=O)CC1. RXN SMILES: [Br-:28].[C:11](=[O:12])([O-:13])[OH:14].[CH2:1]([CH3:2])[O:3][C:4](=[O:5])[C:6]1([CH2:9][OH:10])[CH2:7][CH2:8]1.[CH3:16][C:17]1([CH3:26])[N:18]([O:19])[C:20]([CH3:21])([CH3:22])[CH2:23][CH2:24][CH2:25]1.[Cl:29][O-:30].[Cl:39][CH2:40][Cl:41].[Na+:15].[Na+:27].[Na+:31].[Na+:37].[Na+:38].[S:32]([O-:33])([O-:34])(=[O:35])=[S:36]>>[CH2:1]([CH3:2])[O:3][C:4](=[O:5])[C:6]1([CH:9]=[O:10])[CH2:7][CH2:8]1. Starting materials: CC1=CC=C2C(=N1)OC1=C2C=CC=C1B1OC(C(O1)(C)C)(C)C (2-methyl-8-(4,4,5,5-tetramethyl-1,3,2-dioxaborolan-2-yl)benzofuro[2,3-b]pyridine), ClC1=NC=CC(=C1)C1=CC(=CC=C1)C(C)C (2-chloro-4-(3-isopropylphenyl)pyridine), C1(CCCCC1)P(C1=C(C=CC=C1)C1=C(C=CC=C1OC)OC)C1CCCCC1 (dicyclohexyl(2′,6′-dimethoxy-[1,1′-biphenyl]-2-yl)phosphine), P(=O)([O-])([O-])[O-].[K+].[K+].[K+] (potassium phosphate). Reagents/catalysts: C=1C=CC(=CC1)/C=C/C(=O)/C=C/C2=CC=CC=C2.C=1C=CC(=CC1)/C=C/C(=O)/C=C/C2=CC=CC=C2.C=1C=CC(=CC1)/C=C/C(=O)/C=C/C2=CC=CC=C2.[Pd].[Pd] (Pd2(dba)3). Solvent: O (water), C1(=CC=CC=C1)C (toluene). Product: C(C)(C)C=1C=C(C=CC1)C1=CC(=NC=C1)C1=CC=CC2=C1OC1=NC(=CC=C12)C (8-(4-(3-Isopropylphenyl)pyridine-2-yl)-2-methylbenzofuro[2,3-b]pyridine). Isolated yield 57.0%. RXN SMILES: [CH3:1][C:2]1[N:7]=[C:6]2[O:8][C:9]3[C:14](B4OC(C)(C)C(C)(C)O4)=[CH:13][CH:12]=[CH:11][C:10]=3[C:5]2=[CH:4][CH:3]=1.Cl[C:25]1[CH:30]=[C:29]([C:31]2[CH:36]=[CH:35][CH:34]=[C:33]([CH:37]([CH3:39])[CH3:38])[CH:32]=2)[CH:28]=[CH:27][N:26]=1.C1(P(C2CCCCC2)C2C=CC=CC=2C2C(OC)=CC=CC=2OC)CCCCC1.P([O-])([O-])([O-])=O.[K+].[K+].[K+]>C1C=CC(/C=C/C(/C=C/C2C=CC=CC=2)=O)=CC=1.C1C=CC(/C=C/C(/C=C/C2C=CC=CC=2)=O)=CC=1.C1C=CC(/C=C/C(/C=C/C2C=CC=CC=2)=O)=CC=1.[Pd].[Pd].O.C1(C)C=CC=CC=1>[CH:37]([C:33]1[CH:32]=[C:31]([C:29]2[CH:30]=[CH:25][N:26]=[C:27]([C:14]3[C:9]4[O:8][C:6]5[C:5]([C:10]=4[CH:11]=[CH:12][CH:13]=3)=[CH:4][CH:3]=[C:2]([CH3:1])[N:7]=5)[CH:28]=2)[CH:36]=[CH:35][CH:34]=1)([CH3:39])[CH3:38] |f:3.4.5.6,7.8.9.10.11|. Procedure details: A mixture of 2-methyl-8-(4,4,5,5-tetramethyl-1,3,2-dioxaborolan-2-yl)benzofuro[2,3-b]pyridine (3.15 g, 10.2 mmol), 2-chloro-4-(3-isopropylphenyl)pyridine (2.60 g, 11.2 mmol), Pd2(dba)3 (0.187 g 0.204 mmol), dicyclohexyl(2′,6′-dimethoxy-[1,1′-biphenyl]-2-yl)phosphine (0.335 g, 0.815 mmol), potassium phosphate (7.57 g, 35.7 mmol), toluene (90 mL) and water (9 mL) was degassed with nitrogen and then refluxed overnight. The toluene layer was dried on Na2SO4 and then further purified by column chroma... Starting materials: ClCCCOC1=C(C=C2C(=CC=NC2=C1)OC1=C(C=C(C=C1)C)C(=O)C1=CC=CC=C1)OC ((2-{[7-(3-Chloropropoxy)-6-methoxy-4-quinolyl]oxy}-5-methylphenyl)(phenyl)methanone), O (water), C(C)NCC (diethylamine), C([O-])([O-])=O.[K+].[K+] (potassium carbonate). Solvent: CN(C=O)C (N,N-dimethylformamide). Run at temperature 80 celsius, time 8 hour. The product is C(C)N(CCCOC1=C(C=C2C(=CC=NC2=C1)OC1=C(C=C(C=C1)C)C(=O)C1=CC=CC=C1)OC)CC ([2-({7-[3-(Diethylamino)propoxy]-6-methoxy-4-quinolyl}oxy)-5-methylphenyl](phenyl)methanone). Yield: 35.4%. As a reaction SMILES: Cl[CH2:2][CH2:3][CH2:4][O:5][C:6]1[CH:15]=[C:14]2[C:9]([C:10]([O:16][C:17]3[CH:22]=[CH:21][C:20]([CH3:23])=[CH:19][C:18]=3[C:24]([C:26]3[CH:31]=[CH:30][CH:29]=[CH:28][CH:27]=3)=[O:25])=[CH:11][CH:12]=[N:13]2)=[CH:8][C:7]=1[O:32][CH3:33].[CH2:34]([NH:36][CH2:37][CH3:38])[CH3:35].C(=O)([O-])[O-].[K+].[K+].O>CN(C)C=O>[CH2:34]([N:36]([CH2:37][CH3:38])[CH2:2][CH2:3][CH2:4][O:5][C:6]1[CH:15]=[C:14]2[C:9]([C:10]([O:16][C:17]3[CH:22]=[CH:21][C:20]([CH3:23])=[CH:19][C:18]=3[C:24]([C:26]3[CH:31]=[CH:30][CH:29]=[CH:28][CH:27]=3)=[O:25])=[CH:11][CH:12]=[N:13]2)=[CH:8][C:7]=1[O:32][CH3:33])[CH3:35] |f:2.3.4|. Procedure: (2-{[7-(3-Chloropropoxy)-6-methoxy-4-quinolyl]oxy}-5-methylphenyl)(phenyl)methanone (68 mg), diethylamine (30 mg), and potassium carbonate (95 mg) were suspended in N,N-dimethylformamide (3 ml), and the suspension was stirred at 80° C. overnight. The reaction solution was cooled to room temperature, water was then added to the reaction solution, and the mixture was extracted with ethyl acetate. The ethyl acetate layer was then washed with water and saturated brine and was dried over anhydrous so... Starting materials: O (water), C(C)N(S(=O)(=O)C)C1=C(C=CC(=C1)F)[N+](=O)[O-] (N-Ethyl-N-(5-fluoro-2-nitrophenyl)methanesulfonamide), N1(CCNCCC1)C(=O)OC(C)(C)C (tert-butyl 1-homopiperazinecarboxylate), C([O-])([O-])=O.[K+].[K+] (potassium carbonate). Run in CS(=O)C (DMSO). Product: C(C)N(C=1C=C(C=CC1[N+](=O)[O-])N1CCN(CCC1)C(=O)OC(C)(C)C)S(=O)(=O)C (tert-Butyl 4-{3-[ethyl(methylsulfonyl)amino]-4-nitrophenyl}-1,4-diazepane-1-carboxylate). Reaction SMILES: [CH2:1]([N:3]([C:8]1[CH:13]=[C:12](F)[CH:11]=[CH:10][C:9]=1[N+:15]([O-:17])=[O:16])[S:4]([CH3:7])(=[O:6])=[O:5])[CH3:2].[N:18]1([C:25]([O:27][C:28]([CH3:31])([CH3:30])[CH3:29])=[O:26])[CH2:24][CH2:23][CH2:22][NH:21][CH2:20][CH2:19]1.C(=O)([O-])[O-].[K+].[K+].O>CS(C)=O>[CH2:1]([N:3]([S:4]([CH3:7])(=[O:6])=[O:5])[C:8]1[CH:13]=[C:12]([N:21]2[CH2:22][CH2:23][CH2:24][N:18]([C:25]([O:27][C:28]([CH3:31])([CH3:30])[CH3:29])=[O:26])[CH2:19][CH2:20]2)[CH:11]=[CH:10][C:9]=1[N+:15]([O-:17])=[O:16])[CH3:2] |f:2.3.4|. Reported procedure: N-Ethyl-N-(5-fluoro-2-nitrophenyl)methanesulfonamide (3.2 g, 12.2 mmol), tert-butyl 1-homopiperazinecarboxylate (2.5 g) and potassium carbonate (2 g) were heated together in DMSO at 50° C. for 5 hours. The solution was allowed to cool and poured into 500 mL of water. The solid product was collected by filtration, washed with water and dried. The product was purified by flash chromatography (ethyl acetate:petrol 1:1). Yield 2.6 g (48%) 1H NMR (400 MHz, CDCl3) δ 1.16 (t, J=7.33 Hz, 3 H), 1.39 (s, ... The reactants are BrC1=C(C=C(C=C1)Cl)O (2-bromo-5-chlorophenol), C([O-])([O-])=O.[K+].[K+] (potassium carbonate), CI (methyl iodide), CN(C=O)C (N,N-dimethylformamide). The reagents and catalysts are [N+](CCCC)(CCCC)(CCCC)CCCC.[I-] (n-Bu4NI). Run in O (water). Conditions: time 2 hour. Yields the product BrC1=C(C=C(C=C1)Cl)OC (2-bromo-5-chloroanisole). Isolated yield 96.9%. RXN SMILES: [Br:1][C:2]1[CH:7]=[CH:6][C:5]([Cl:8])=[CH:4][C:3]=1[OH:9].[C:10](=O)([O-])[O-].[K+].[K+].CI.CN(C)C=O>[N+](CCCC)(CCCC)(CCCC)CCCC.[I-].O>[Br:1][C:2]1[CH:7]=[CH:6][C:5]([Cl:8])=[CH:4][C:3]=1[O:9][CH3:10] |f:1.2.3,6.7|. Procedure details: A suspension of 2-bromo-5-chlorophenol (2.85 g, 13.7 mmol; synthesized in reference to International Patent Publication WO0109122), potassium carbonate (1.89 g, 13.7 mmol), n-Bu4NI (50 mg, 0.137 mmol), methyl iodide (1.28 mL, 20.6 mmol) and N,N-dimethylformamide (8.0 mL) was stirred for two hours. An iced water was added and the obtained mixture was extracted with ethyl acetate twice. The combined organic phase was washed with brine and dried with anhydrous magnesium sulfate. After the desiccant... Starting materials: BrCCC=C (1-Bromo-3-butene), C(C)(C)N(CC)C(C)C (diisopropyl ethylamine), COC1=C(CN)C=CC(=C1)OC (2,4-dimethoxybenzylamine). The solvent is C(Cl)Cl (methylene chloride). Reaction conditions: time 8 hour. Product: C(CC=C)NCC1=C(C=C(C=C1)OC)OC (But-3-enyl-(2,4-dimethoxybenzyl)amine). Yield: 40.0%. RXN SMILES: Br[CH2:2][CH2:3][CH:4]=[CH2:5].C(N(C(C)C)CC)(C)C.[CH3:15][O:16][C:17]1[CH:24]=[C:23]([O:25][CH3:26])[CH:22]=[CH:21][C:18]=1[CH2:19][NH2:20]>C(Cl)Cl>[CH2:2]([NH:20][CH2:19][C:18]1[CH:21]=[CH:22][C:23]([O:25][CH3:26])=[CH:24][C:17]=1[O:16][CH3:15])[CH2:3][CH:4]=[CH2:5]. Procedure: 0.5 ml of 1-Bromo-3-butene (4.926 mM) and 0.94 ml of diisopropyl ethylamine (5.396 mM) were added to the reaction solution containing 0.74 ml of 2,4-dimethoxybenzylamine (a) (4.926 mM) dissolved in methylene chloride with stirring and the solution was left alone at room temperature for overnight. The reaction mixture was washed with saturated NaCl solution, dried over MgSO4, filtered and concentrated in vacuo. The resulting compound was purified with Silica gel column chromatography with EtOAc s... Starting materials: CC(C)(C)OC(=O)NC(Cc1ccc(O)cc1)C(=O)O, O=C([O-])[O-], COC(=O)c1ccc(Cl)nc1, [K+], [K+], CN(C)C=O, O. Yields the product COC(=O)c1ccc(Oc2ccc(CC(NC(=O)OC(C)(C)C)C(=O)O)cc2)nc1. Reaction SMILES: [C:18](=[O:19])([O:20][C:21]([CH3:22])([CH3:23])[CH3:24])[NH:25][CH:26]([CH2:27][c:28]1[cH:29][cH:30][c:31]([OH:34])[cH:32][cH:33]1)[C:35](=[O:36])[OH:37].[C:1](=[O:2])([O-:3])[O-:4].[Cl:7][c:8]1[n:9][cH:10][c:11]([C:12](=[O:13])[O:14][CH3:15])[cH:16][cH:17]1.[K+:5].[K+:6].[O:38]=[CH:39][N:40]([CH3:41])[CH3:42].[OH2:43]>>[c:8]1([O:34][c:31]2[cH:30][cH:29][c:28]([CH2:27][CH:26]([NH:25][C:18](=[O:19])[O:20][C:21]([CH3:22])([CH3:23])[CH3:24])[C:35](=[O:36])[OH:37])[cH:33][cH:32]2)[n:9][cH:10][c:11]([C:12](=[O:13])[O:14][CH3:15])[cH:16][cH:17]1. The reactants are B, C1CCOC1, O=C(C1COc2ccccc2O1)N1CCCC(c2cccc(F)c2)C1. Product: Fc1cccc(C2CCCN(CC3COc4ccccc4O3)C2)c1. Reaction SMILES: [BH3:26].[CH2:27]1[O:28][CH2:29][CH2:30][CH2:31]1.[O:1]1[CH:2]([C:11](=[O:12])[N:13]2[CH2:14][CH:15]([c:19]3[cH:20][c:21]([F:25])[cH:22][cH:23][cH:24]3)[CH2:16][CH2:17][CH2:18]2)[CH2:3][O:4][c:5]2[c:6]1[cH:7][cH:8][cH:9][cH:10]2>>[O:1]1[CH:2]([CH2:11][N:13]2[CH2:14][CH:15]([c:19]3[cH:20][c:21]([F:25])[cH:22][cH:23][cH:24]3)[CH2:16][CH2:17][CH2:18]2)[CH2:3][O:4][c:5]2[c:6]1[cH:7][cH:8][cH:9][cH:10]2.